Dataset: the Open Reaction Database (ORD), a public repository of structured organic reaction records. Task: describe an organic reaction: reactants, conditions, products, and yield Starting materials: BrBr, CC(=O)[O-], CC(=O)O, COc1cc(C(=O)O)ccc1C(C)(C)C, [Na+]. The product is COc1cc(C(=O)O)c(Br)cc1C(C)(C)C. Reaction SMILES: [Br:21][Br:22].[C:16]([O-:17])(=[O:18])[CH3:19].[C:23]([OH:24])(=[O:25])[CH3:26].[CH3:1][O:2][c:3]1[cH:4][c:5]([C:6](=[O:7])[OH:8])[cH:9][cH:10][c:11]1[C:12]([CH3:13])([CH3:14])[CH3:15].[Na+:20]>>[CH3:1][O:2][c:3]1[cH:4][c:5]([C:6](=[O:7])[OH:8])[c:9]([Br:21])[cH:10][c:11]1[C:12]([CH3:13])([CH3:14])[CH3:15]. RXN SMILES: [CH3:23][c:24]1[cH:25][cH:26][c:27]([S:30](=[O:31])(=[O:32])[N:33]=[C:34]=[O:35])[cH:28][cH:29]1.[Cl:36][CH2:37][Cl:38].[n:1]1[cH:2][cH:3][c:4](-[c:7]2[c:8](-[c:16]3[cH:17][c:18]([NH2:22])[cH:19][cH:20][cH:21]3)[n:9][n:10]3[c:11]2[S:12][CH2:13][CH2:14][CH2:15]3)[cH:5][cH:6]1>>[n:1]1[cH:2][cH:3][c:4](-[c:7]2[c:8](-[c:16]3[cH:17][c:18]([NH:22][C:34]([NH:33][S:30]([c:27]4[cH:26][cH:25][c:24]([CH3:23])[cH:29][cH:28]4)(=[O:31])=[O:32])=[O:35])[cH:19][cH:20][cH:21]3)[n:9][n:10]3[c:11]2[S:12][CH2:13][CH2:14][CH2:15]3)[cH:5][cH:6]1. Yields the product Cc1ccc(S(=O)(=O)NC(=O)Nc2cccc(-c3nn4c(c3-c3ccncc3)SCCC4)c2)cc1. The reactants are Cc1ccc(S(=O)(=O)N=C=O)cc1, ClCCl, Nc1cccc(-c2nn3c(c2-c2ccncc2)SCCC3)c1. Starting materials: Cc1ccc(C(=O)NC2CC2)cc1-n1cnc2c(Cl)ncnc21, Nc1ccccc1, C1COCCO1. The product is Cc1ccc(C(=O)NC2CC2)cc1-n1cnc2c(Nc3ccccc3)ncnc21. As a reaction SMILES: [Cl:1][c:2]1[c:3]2[n:4][cH:5][n:6](-[c:11]3[cH:12][c:13]([C:14](=[O:15])[NH:16][CH:17]4[CH2:18][CH2:19]4)[cH:20][cH:21][c:22]3[CH3:23])[c:7]2[n:8][cH:9][n:10]1.[NH2:24][c:25]1[cH:26][cH:27][cH:28][cH:29][cH:30]1.[O:31]1[CH2:32][CH2:33][O:34][CH2:35][CH2:36]1>>[c:2]1([NH:24][c:25]2[cH:26][cH:27][cH:28][cH:29][cH:30]2)[c:3]2[n:4][cH:5][n:6](-[c:11]3[cH:12][c:13]([C:14](=[O:15])[NH:16][CH:17]4[CH2:18][CH2:19]4)[cH:20][cH:21][c:22]3[CH3:23])[c:7]2[n:8][cH:9][n:10]1. Reported procedure: The crude racemic (3aR,4S,5R,6aS)-[S*,R*-(E)]-rac-4-(4,4-Dimethyl-1-oxo-2-octenyl)hexahydro-5-methyl-2H-cyclopenta[b]furan-2-one (10.0 g, 0.0342 mole) in methanol (150 mL) solution was cooled to 0° and treated with sodium borohydride (1.0 g, 0.0264 mole). After stirring for 1 hour at 0°, 3N HCl (15 mL) was added dropwise. The methanol was stripped off under reduced pressure using a 40° bath and the residue was partitioned between water and ether. The ether layer was washed with NaHCO3 solution a... Starting materials: [BH4-].[Na+] (sodium borohydride), CC(C=CC(=O)C1C(CC2OC(CC21)=O)C)(CCCC)C (rac-4-(4,4-Dimethyl-1-oxo-2-octenyl)hexahydro-5-methyl-2H-cyclopenta[b]furan-2-one), Cl (HCl). Conditions: time 1 hour. Yields the product OC(C=CC(CCCC)(C)C)C1C(CC2OC(CC21)=O)C (4-[1-(hydroxy)-4,4-dimethyl-2-octenyl]hexahydro-5-methyl-2H-cyclopenta[b]furan-2-one). RXN SMILES: [CH3:1][C:2]([CH3:21])([CH2:17][CH2:18][CH2:19][CH3:20])[CH:3]=[CH:4][C:5]([CH:7]1[CH:14]2[CH:10]([O:11][C:12](=[O:15])[CH2:13]2)[CH2:9][CH:8]1[CH3:16])=[O:6].[BH4-].[Na+].Cl>CO>[OH:6][CH:5]([CH:7]1[CH:14]2[CH:10]([O:11][C:12](=[O:15])[CH2:13]2)[CH2:9][CH:8]1[CH3:16])[CH:4]=[CH:3][C:2]([CH3:1])([CH3:21])[CH2:17][CH2:18][CH2:19][CH3:20] |f:1.2|. Solvent: CO (methanol), CO (methanol). Starting materials: FC1=NC=CC=C1C1=CC(CCC1)=O (3-(2-fluoropyridin-3-yl)cyclohex-2-enone), 1,1′-bis(di-1-propylphosphino)ferrocene(1,5-cyclooctadiene)rhodium (i) tetrafluoroborate. Run in C1CCOC1 (THF). Run at temperature 45 celsius, time 5 hour. Yields the product FC1=NC=CC=C1[C@@H]1C[C@H](CCC1)O ((rac)-trans-3-(2-fluoropyridin-3-yl)cyclohexanol). As a reaction SMILES: [F:1][C:2]1[C:7]([C:8]2[CH2:13][CH2:12][CH2:11][C:10](=[O:14])[CH:9]=2)=[CH:6][CH:5]=[CH:4][N:3]=1>C1COCC1>[F:1][C:2]1[C:7]([C@H:8]2[CH2:13][CH2:12][CH2:11][C@H:10]([OH:14])[CH2:9]2)=[CH:6][CH:5]=[CH:4][N:3]=1. Reported procedure: A mixture of 3-(2-fluoropyridin-3-yl)cyclohex-2-enone (1100 mg, 5.75 mmol) and 1,1′-bis(di-1-propylphosphino)ferrocene(1,5-cyclooctadiene)rhodium (i) tetrafluoroborate (412 mg, 0.575 mmol) in THF (40 mL) was stirred at 45° C. under an atmosphere of hydrogen gas for 5 h. The mixture was filtered through a Celite pad that was washed with THF. Concentration of the combined filtrated and washings under reduced pressure, followed by flash chromatography on silica gel (0% to 50% EtOAc in hexanes) affo... The reactants are S(O)(O)(=O)=O (sulfuric acid), [PH2](=O)O (hypophosphorous acid), NC1=C(C=C(C(=C1Cl)C(=O)OC)Cl)C(=O)OC (dimethyl 2-amino-3,5-dichlorobenzene-1,4-dicarboxylate), ice, N(=O)[O-].[Na+] (Sodium nitrite), N (ammonia). Run in C(C)(=O)O (acetic acid). Conditions: temperature 0 celsius, time 2 hour. The product is ClC1=C(C(=CC(=C1)C(=O)OC)Cl)C(=O)OC (dimethyl 2,6-dichlorobenzene-1,4-dicarboxylate). Isolated yield 79.0%. Reaction SMILES: S(=O)(=O)(O)O.N([O-])=O.[Na+].[PH2](O)=O.N[C:14]1[C:19]([Cl:20])=[C:18]([C:21]([O:23][CH3:24])=[O:22])[C:17]([Cl:25])=[CH:16][C:15]=1[C:26]([O:28][CH3:29])=[O:27].N>C(O)(=O)C>[Cl:20][C:19]1[CH:14]=[C:15]([C:26]([O:28][CH3:29])=[O:27])[CH:16]=[C:17]([Cl:25])[C:18]=1[C:21]([O:23][CH3:24])=[O:22] |f:1.2|. Procedure: In a round bottom flask containing concentrated sulfuric acid (10 mL) was added ice-cold water (10 mL) while maintaining the temperature around 0° C. Sodium nitrite (3.7 g, 53 mmol) was added portion wise followed by the drop wise addition of hypophosphorous acid (8 mL). This was followed by drop wise addition of a solution of dimethyl 2-amino-3,5-dichlorobenzene-1,4-dicarboxylate (5 g, 17.9 mmol, Step a) in acetic acid (10 mL). The resulting reaction mixture was stirred at 0° C. for 2 hours and...